This data is from the Open Reaction Database (ORD), a public repository of structured organic reaction records. The task is: describe an organic reaction: reactants, conditions, products, and yield Solvent: CCOCC (ether), O1CCOCC1 (dioxane). Procedure details: To a solution of 0.91 mmol 4-[5-(2,2,2-trifluoro-ethyl)-thiazol-2-yl]-piperazine-1-carboxylic acid tert-butyl ester in 30 ml dioxane was added dropwise 18.2 mmol hydrogen chloride solution (4 M in dioxane) and the mixture was stirred at 90° C. for 90 min. The reaction mixture was then cooled to 0° C. and diluted with ether. The resulting crystals were collected by filtration and washed with ether to afford the title compound as a light brown crystalline solid (yield 73%). MS (m/e): 252.3 (M+H+, ... Reaction conditions: temperature 90 celsius, time 90 minute. Yield: 73.0%. Product: Cl.FC(CC1=CN=C(S1)N1CCNCC1)(F)F (1-[5-(2,2,2-Trifluoro-ethyl)-thiazol-2-yl]-piperazine hydrochloride). As a reaction SMILES: C(OC([N:8]1[CH2:13][CH2:12][N:11]([C:14]2[S:15][C:16]([CH2:19][C:20]([F:23])([F:22])[F:21])=[CH:17][N:18]=2)[CH2:10][CH2:9]1)=O)(C)(C)C.[ClH:24]>O1CCOCC1.CCOCC>[ClH:24].[F:22][C:20]([F:21])([F:23])[CH2:19][C:16]1[S:15][C:14]([N:11]2[CH2:12][CH2:13][NH:8][CH2:9][CH2:10]2)=[N:18][CH:17]=1 |f:4.5|. Reactants: C(C)(C)(C)OC(=O)N1CCN(CC1)C=1SC(=CN1)CC(F)(F)F (4-[5-(2,2,2-trifluoro-ethyl)-thiazol-2-yl]-piperazine-1-carboxylic acid tert-butyl ester), Cl (hydrogen chloride). Procedure: Prepared analogously to Example 1g from 4-{N-[(1R)-1-(5-chloro-1H-benzimidazol-2-yl)-2-methoxyethyl]aminocarbonyl}-2-trifluoromethylbenzoic acid, TBTU, diisopropylethylamine and pyrrolidine in tetrahydrofuran. Yield: 11%; Rf value: 0.72 (silica gel: dichloromethane/methanol=9:1); C23H22ClF3N4O3 (494.899); mass spectrum: (M+H)+=495/497 (chlorine isotope). RXN SMILES: [Cl:1][C:2]1[CH:30]=[CH:29][C:5]2[NH:6][C:7]([C@@H:9]([NH:13][C:14]([C:16]3[CH:24]=[CH:23][C:19]([C:20]([OH:22])=O)=[C:18]([C:25]([F:28])([F:27])[F:26])[CH:17]=3)=[O:15])[CH2:10][O:11][CH3:12])=[N:8][C:4]=2[CH:3]=1.CN(C(O[N:39]1N=NC2C=[CH:43][CH:44]=[CH:45][C:40]1=2)=[N+](C)C)C.[B-](F)(F)(F)F.C(N(C(C)C)CC)(C)C.N1CCCC1.ClCl>O1CCCC1.ClCCl.CO>[Cl:1][C:2]1[CH:30]=[CH:29][C:5]2[NH:6][C:7]([C@@H:9]([NH:13][C:14](=[O:15])[C:16]3[CH:24]=[CH:23][C:19]([C:20]([N:39]4[CH2:40][CH2:45][CH2:44][CH2:43]4)=[O:22])=[C:18]([C:25]([F:26])([F:28])[F:27])[CH:17]=3)[CH2:10][O:11][CH3:12])=[N:8][C:4]=2[CH:3]=1 |f:1.2,7.8|. Product: ClC1=CC2=C(NC(=N2)[C@H](COC)NC(C2=CC(=C(C=C2)C(=O)N2CCCC2)C(F)(F)F)=O)C=C1 (N-[(1R)-1-(5-chloro-1H-benzimidazol-2-yl)-2-methoxyethyl]-4-(pyrrolidin-1-ylcarbonyl)-3-trifluoromethylbenzamide). The solvent is ClCCl.CO (dichloromethane methanol), O1CCCC1 (tetrahydrofuran). The reactants are ClCl (chlorine), C23H22ClF3N4O3, ClC1=CC2=C(NC(=N2)[C@H](COC)NC(=O)C2=CC(=C(C(=O)O)C=C2)C(F)(F)F)C=C1 (4-{N-[(1R)-1-(5-chloro-1H-benzimidazol-2-yl)-2-methoxyethyl]aminocarbonyl}-2-trifluoromethylbenzoic acid), CN(C)C(=[N+](C)C)ON1C2=C(C=CC=C2)N=N1.[B-](F)(F)(F)F (TBTU), C(C)(C)N(CC)C(C)C (diisopropylethylamine), N1CCCC1 (pyrrolidine). Isolated yield 11.0%. Reactants: CC(C)(C)c1cc(C(=O)O)cc(C(C)(C)C)c1, Cc1ccc(CN)cc1. Reagents/catalysts: CCN=C=NCCCN(C)C.Cl (EDC-HCl), CN1CCOCC1 (NMM). Run in CN(C)C=O (DMF), CN(C)C=O (DMF), CN(C)C=O (DMF), CN(C)C=O (DMF), CN(C)C=O (DMF), CN(C)C=O (DMF). Reaction conditions: temperature 25 celsius, time 2 hour. The product is Cc1ccc(CNC(=O)c2cc(C(C)(C)C)cc(C(C)(C)C)c2)cc1. The yield is 10.0%. Reaction SMILES: Cc1ccc(CN)cc1.CC(C)(C)c1cc(C(=O)O)cc(C(C)(C)C)c1.CCN=C=NCCCN(C)C.Cl.CN1CCOCC1.CN(C)C=O>>Cc1ccc(CNC(=O)c2cc(C(C)(C)C)cc(C(C)(C)C)c2)cc1. Yield: 98.0%. Run at time 36 hour. The product is COC=1C=C(C(=O)OC)C=CC1C (methyl 3-methoxy-4-methylbenzoate). Solvent: CO (methanol). Procedure: A solution of 3-methoxy-4-methylbenzoic acid (6.0 g.) in methanol (120 ml.) was treated with acetyl chloride (6 ml.) and stirred for 36 hours. The solution was evaporated. The residue was dissolved in methanol (100 ml.) and the solution evaporated. This procedure was repeated to give methyl 3-methoxy-4-methylbenzoate (6.34 g., 98%) as a colorless oil; NMR: 2.2(s,3H, CH3), 3.9(2s,6H, 2×OCH3), 7.1(d,1H), 7.5 (m,2H). Reactants: COC=1C=C(C(=O)O)C=CC1C (3-methoxy-4-methylbenzoic acid), C(C)(=O)Cl (acetyl chloride). RXN SMILES: [CH3:1][O:2][C:3]1[CH:4]=[C:5]([CH:9]=[CH:10][C:11]=1[CH3:12])[C:6]([OH:8])=[O:7].[C:13](Cl)(=O)C>CO>[CH3:1][O:2][C:3]1[CH:4]=[C:5]([CH:9]=[CH:10][C:11]=1[CH3:12])[C:6]([O:8][CH3:13])=[O:7].